From a dataset of the Open Reaction Database (ORD), a public repository of structured organic reaction records. describe an organic reaction: reactants, conditions, products, and yield The reactants are C(C)(C)(C)OC(=O)NCC1=CC=CC=2N1C=CN2 (5-(tert-butoxycarbonylamino)methylimidazo[1,2-a]pyridine), ClC(C(=O)Cl)(Cl)Cl (trichloroacetyl chloride), C(O)([O-])=O.[Na+] (sodium hydrogencarbonate), ice water. The solvent is C(Cl)(Cl)Cl (chloroform), C(Cl)(Cl)Cl (chloroform). The reagents and catalysts are CN(C)C1=CC=NC=C1 (4-(N,N-dimethylamino)pyridine). RXN SMILES: [C:1]([O:5][C:6]([NH:8][CH2:9][C:10]1[N:15]2[CH:16]=[CH:17][N:18]=[C:14]2[CH:13]=[CH:12][CH:11]=1)=[O:7])([CH3:4])([CH3:3])[CH3:2].ClC(Cl)(Cl)[C:21](Cl)=[O:22].C(=O)([O-])O.[Na+]>CN(C1C=CN=CC=1)C.C(Cl)(Cl)Cl>[C:1]([O:5][C:6]([N:8]1[CH2:9][C:10]2[N:15]3[C:16](=[CH:17][N:18]=[C:14]3[CH:13]=[CH:12][CH:11]=2)[C:21]1=[O:22])=[O:7])([CH3:4])([CH3:2])[CH3:3] |f:2.3|. The yield is 45.0%. Product: C(C)(C)(C)OC(=O)N1C(C2=CN=C3C=CC=C(C1)N32)=O (4,5-Dihydro-4-(tert-butoxycarbonyl)-3H-1,4,8b-triazaacenaphthylen-3-one). Procedure details: To a solution of 989 mg (4.0 mmol) of 5-(tert-butoxycarbonylamino)methylimidazo[1,2-a]pyridine and 2200 mg (18.0 mmol) of 4-(N,N-dimethylamino)pyridine in 25 ml of chloroform was added dropwise 1.34 ml (12.0 mmol) of trichloroacetyl chloride at room temperature. The reaction mixture was heated for 5 hours under reflux. The reaction mixture was poured into ice-water. The mixture was neutralized with a saturated aqueous solution of sodium hydrogencarbonate. To the mixture was added 100 ml of chlor...